Dataset: the Open Reaction Database (ORD), a public repository of structured organic reaction records. Task: describe an organic reaction: reactants, conditions, products, and yield Starting materials: C(CCCCCCCCC)OCCOCCO (2-[2-(decyloxy)ethoxy]-ethanol), S(=O)(=O)(C1=CC=C(C)C=C1)Cl (tosyl chloride), N1=CC=CC=C1 (pyridine). The solvent is O (water). The product is C(CCCCCCCCC)OCCOCCS(=O)(=O)C1=CC=C(C=C1)C (1-[[2-[2-(Decyloxy)ethoxy]ethyl]sulfonyl]-4-methylbenzene). The yield is 80.8%. As a reaction SMILES: [CH2:1]([O:11][CH2:12][CH2:13][O:14][CH2:15][CH2:16]O)[CH2:2][CH2:3][CH2:4][CH2:5][CH2:6][CH2:7][CH2:8][CH2:9][CH3:10].[S:18](Cl)([C:21]1[CH:27]=[CH:26][C:24]([CH3:25])=[CH:23][CH:22]=1)(=[O:20])=[O:19].N1C=CC=CC=1>O>[CH2:1]([O:11][CH2:12][CH2:13][O:14][CH2:15][CH2:16][S:18]([C:21]1[CH:27]=[CH:26][C:24]([CH3:25])=[CH:23][CH:22]=1)(=[O:20])=[O:19])[CH2:2][CH2:3][CH2:4][CH2:5][CH2:6][CH2:7][CH2:8][CH2:9][CH3:10]. Reported procedure: A mixture of 116 g of 2-[2-(decyloxy)ethoxy]-ethanol, 98.73 g of tosyl chloride and 600 ml of pyridine was stored in a chill room overnight, then poured into water and extracted with ether. The ether extract was washed successively with water, dilute hydrochloric acid and dilute aqueous sodium bicarbonate, dried and the ether removed, giving 146.3 g of the desired compound as an oil. The reactants are Cc1n[nH]c(=O)c(-c2c(F)cc(F)cc2F)c1-c1ccc(F)cc1, O=P(Cl)(Cl)Cl. Yields the product Cc1nnc(Cl)c(-c2c(F)cc(F)cc2F)c1-c1ccc(F)cc1. Reaction SMILES: [F:1][c:2]1[cH:3][cH:4][c:5](-[c:8]2[c:9](-[c:16]3[c:17]([F:24])[cH:18][c:19]([F:23])[cH:20][c:21]3[F:22])[c:10](=[O:15])[nH:11][n:12][c:13]2[CH3:14])[cH:6][cH:7]1.[P:25]([Cl:26])([Cl:27])([Cl:28])=[O:29]>>[F:1][c:2]1[cH:3][cH:4][c:5](-[c:8]2[c:9](-[c:16]3[c:17]([F:24])[cH:18][c:19]([F:23])[cH:20][c:21]3[F:22])[c:10]([Cl:27])[n:11][n:12][c:13]2[CH3:14])[cH:6][cH:7]1. Starting materials: CN(C)C=O, CCO, [H-], [Na+], Cc1ccc(S(=O)(=O)OCC2CC3c4cccc5[nH]cc(c45)CC3N(C)C2)cc1, O=C1CCC(=O)N1. Yields the product CN1CC(CN2C(=O)CCC2=O)CC2c3cccc4[nH]cc(c34)CC21. RXN SMILES: [CH3:10][N:11]([CH3:12])[CH:13]=[O:14].[CH3:44][CH2:45][OH:46].[H-:1].[Na+:2].[O:15]([S:16]([c:17]1[cH:18][cH:19][c:20]([CH3:21])[cH:22][cH:23]1)(=[O:24])=[O:25])[CH2:26][CH:27]1[CH2:28][N:29]([CH3:43])[CH:30]2[CH2:31][c:32]3[cH:33][nH:34][c:35]4[cH:36][cH:37][cH:38][c:39]([c:42]34)[CH:40]2[CH2:41]1.[O:3]=[C:4]1[CH2:5][CH2:6][C:7](=[O:8])[NH:9]1>>[O:3]=[C:4]1[CH2:5][CH2:6][C:7](=[O:8])[N:9]1[CH2:26][CH:27]1[CH2:28][N:29]([CH3:43])[CH:30]2[CH2:31][c:32]3[cH:33][nH:34][c:35]4[cH:36][cH:37][cH:38][c:39]([c:42]34)[CH:40]2[CH2:41]1.